The task is: describe an organic reaction: reactants, conditions, products, and yield. This data is from the Open Reaction Database (ORD), a public repository of structured organic reaction records. Reactants: C1(=CC=CC=C1)P(=O)(C1=CC=CC=C1)Cl (diphenylphosphinic chloride), C(\C=C(/C)\CCC=C(C)C)OC1=CC=C(C(=O)O)C=C1 (4-geranyloxybenzoic acid), NCCSC1=NC=C(C=C1)OC (2-(2-aminoethylthio)-5-methoxypyridine). The solvent is C(C)N(CC)CC (triethylamine), C(Cl)(Cl)Cl (chloroform). Conditions: time 1 hour. Yields the product C(\C=C(/C)\CCC=C(C)C)OC1=CC=C(C(=O)NCCSC2=NC=C(C=C2)OC)C=C1 (2-[2-(4-geranyloxybenzoylamino)ethylthio]-5-methoxypyridine). Yield: 92.1%. Reaction SMILES: [CH2:1]([O:11][C:12]1[CH:20]=[CH:19][C:15]([C:16]([OH:18])=O)=[CH:14][CH:13]=1)/[CH:2]=[C:3](/[CH2:5][CH2:6][CH:7]=[C:8]([CH3:10])[CH3:9])\[CH3:4].C1(P(Cl)(C2C=CC=CC=2)=O)C=CC=CC=1.[NH2:36][CH2:37][CH2:38][S:39][C:40]1[CH:45]=[CH:44][C:43]([O:46][CH3:47])=[CH:42][N:41]=1>C(Cl)(Cl)Cl.C(N(CC)CC)C>[CH2:1]([O:11][C:12]1[CH:13]=[CH:14][C:15]([C:16]([NH:36][CH2:37][CH2:38][S:39][C:40]2[CH:45]=[CH:44][C:43]([O:46][CH3:47])=[CH:42][N:41]=2)=[O:18])=[CH:19][CH:20]=1)/[CH:2]=[C:3](/[CH2:5][CH2:6][CH:7]=[C:8]([CH3:9])[CH3:10])\[CH3:4]. Procedure details: 4-geranyloxybenzoic acid(1.92 g) was dissolved in chloroform(40 ml) and triethylamine(1.95 ml), and then diphenylphosphinic chloride(1.34 ml) was added thereto while being cooled with ice. After being stirred for 1 hour, the mixture, with 2-(2-aminoethylthio)-5-methoxypyridine(1.29 g) added thereto, was stirred for 17 hours at room temperature. The reaction mixture was washed with saturated sodium hydrogencarbonate aqueous solution and saturated brine successively, dried over sodium sulfate anhy... Reactants: COC=1C=C(C=C(C1OC)OC)C=1N=C2SC3=C(N2C1C=O)CCCC3 (5,6,7,8-tetrahydro-2-(3,4,5-trimethoxyphenyl)-3-formylimidazo[2,1-b]benzothiazole), C(C1=CN=CC=C1)(=O)NN (nicotinohydrazide), [OH-].[K+] (potassium hydroxide). Solvent: CO (methanol). Yields the product COC=1C=C(C=C(C1OC)OC)C=1N=C2SC3=C(N2C1C=NNC(=O)C=1C=NC=CC1)CCCC3 (5,6,7,8-tetrahydro-2-(3,4,5-trimethoxyphenyl)-3-(3-pyridylcarbonylaminoiminomethyl)imidazo[2,1-b]benzothiazole). As a reaction SMILES: [CH3:1][O:2][C:3]1[CH:4]=[C:5]([C:13]2[N:14]=[C:15]3[N:19]([C:20]=2[CH:21]=O)[C:18]2[CH2:23][CH2:24][CH2:25][CH2:26][C:17]=2[S:16]3)[CH:6]=[C:7]([O:11][CH3:12])[C:8]=1[O:9][CH3:10].[C:27]([NH:35][NH2:36])(=[O:34])[C:28]1[CH:33]=[CH:32][CH:31]=[N:30][CH:29]=1.[OH-].[K+]>CO>[CH3:1][O:2][C:3]1[CH:4]=[C:5]([C:13]2[N:14]=[C:15]3[N:19]([C:20]=2[CH:21]=[N:36][NH:35][C:27]([C:28]2[CH:29]=[N:30][CH:31]=[CH:32][CH:33]=2)=[O:34])[C:18]2[CH2:23][CH2:24][CH2:25][CH2:26][C:17]=2[S:16]3)[CH:6]=[C:7]([O:11][CH3:12])[C:8]=1[O:9][CH3:10] |f:2.3|. Procedure details: Next, 0.37 g of 5,6,7,8-tetrahydro-2-(3,4,5-trimethoxyphenyl)-3-formylimidazo[2,1-b]benzothiazole, 0.15 g of nicotinohydrazide, and 0.1 g of potassium hydroxide were heated and stirred in 20 ml of methanol at 90° C. for 1.5 hours. After cooling, the solvent was distilled off under reduced pressure and the residue was extracted with chloroform. The extract was washed with water and dried, then the solvent was distilled off and the residue was crystallized from methanol to obtain the desired subst... Reactants: CO, Fc1ccc(Cn2c(OC3CCN(Cc4ccccc4)CC3)nc3cncnc32)cc1, [H][H]. Product: Fc1ccc(Cn2c(OC3CCNCC3)nc3cncnc32)cc1. Reaction SMILES: [CH3:34][OH:35].[F:1][c:2]1[cH:3][cH:4][c:5]([CH2:8][n:9]2[c:10]3[n:11][cH:12][n:13][cH:14][c:15]3[n:16][c:17]2[O:18][CH:19]2[CH2:20][CH2:21][N:22]([CH2:25][c:26]3[cH:27][cH:28][cH:29][cH:30][cH:31]3)[CH2:23][CH2:24]2)[cH:6][cH:7]1.[H:32][H:33]>>[F:1][c:2]1[cH:3][cH:4][c:5]([CH2:8][n:9]2[c:10]3[n:11][cH:12][n:13][cH:14][c:15]3[n:16][c:17]2[O:18][CH:19]2[CH2:20][CH2:21][NH:22][CH2:23][CH2:24]2)[cH:6][cH:7]1. Reactants: ClP1(=NP(=NP(=N1)(OC1=CC=CC=C1)Cl)(OC1=CC=CC=C1)Cl)OC1=CC=CC=C1 (trichlorotriphenoxycyclotriphosphazene), [N+](=O)([O-])C1=CC=C([O-])C=C1.[Na+] (sodium 4-nitrophenoxide). Solvent: O1CCCC1 (tetrahydrofuran). Product: [N+](=O)([O-])C1=CC=C(OP2(=NP(=NP(=N2)(OC2=CC=CC=C2)OC2=CC=C(C=C2)[N+](=O)[O-])(OC2=CC=CC=C2)OC2=CC=C(C=C2)[N+](=O)[O-])OC2=CC=CC=C2)C=C1 (Tris(4-nitrophenoxy)-trisphenoxycyclotriphosphazene). Reaction SMILES: Cl[P:2]1([O:24][C:25]2[CH:30]=[CH:29][CH:28]=[CH:27][CH:26]=2)[N:7]=[P:6](Cl)([O:8][C:9]2[CH:14]=[CH:13][CH:12]=[CH:11][CH:10]=2)[N:5]=[P:4](Cl)([O:16][C:17]2[CH:22]=[CH:21][CH:20]=[CH:19][CH:18]=2)[N:3]=1.[N+:31]([C:34]1[CH:40]=[CH:39][C:37]([O-:38])=[CH:36][CH:35]=1)([O-:33])=[O:32].[Na+]>O1CCCC1>[N+:31]([C:28]1[CH:29]=[CH:30][C:25]([O:24][P:2]2([O:38][C:37]3[CH:39]=[CH:40][CH:34]=[CH:35][CH:36]=3)[N:7]=[P:6]([O:38][C:37]3[CH:39]=[CH:40][C:34]([N+:31]([O-:33])=[O:32])=[CH:35][CH:36]=3)([O:8][C:9]3[CH:14]=[CH:13][CH:12]=[CH:11][CH:10]=3)[N:5]=[P:4]([O:38][C:37]3[CH:39]=[CH:40][C:34]([N+:31]([O-:33])=[O:32])=[CH:35][CH:36]=3)([O:16][C:17]3[CH:22]=[CH:21][CH:20]=[CH:19][CH:18]=3)[N:3]=2)=[CH:26][CH:27]=1)([O-:33])=[O:32] |f:1.2|. Procedure details: This material is obtained as a white solid by the treatment of sodium and phenol with hexachlorocyclotriphosphazene at -78° C. to produce the trichlorotriphenoxycyclotriphosphazene, according to D. Dell et al., J. Chem. Soc., 4072 (1965), which is incorporated herein by reference. This material is further reacted with sodium 4-nitrophenoxide in refluxing tetrahydrofuran to give the title compound in good yield. Conditions: temperature 80 celsius. Starting materials: O=C(CC(=O)OCCC)C1=CC=CC=C1 (propyl 3-oxo-3-phenylpropanoate), O.NN (hydrazine hydrate). Yield: 84.7%. Solvent: C(C)O (ethanol). The product is C1(=CC=CC=C1)C1=NNC(C1)=O (3-Phenyl-1H-pyrazol-5(4H)-one). Procedure details: To a solution of propyl 3-oxo-3-phenylpropanoate (10 g, 48.5 mmol) in ethanol (100 mL) was added hydrazine hydrate (9.71 g, 194 mmol) at room temperature. The reaction was heated to 80° C. for 2 h, cooled to room temperature and concentrated. The residue was crystallized from 20% ethyl acetate/hexane to give the title compound (6.58 g). LCMS m/z=161.08 [M+H]+; 1H NMR (400 MHz, DMSO-d6) δ ppm, 2.32 (br, 2H), 7.32-7.78 (m, 5H), 12.1 (s, 1H). RXN SMILES: O=[C:2]([C:10]1[CH:15]=[CH:14][CH:13]=[CH:12][CH:11]=1)[CH2:3][C:4](OCCC)=[O:5].O.[NH2:17][NH2:18]>C(O)C>[C:10]1([C:2]2[CH2:3][C:4](=[O:5])[NH:18][N:17]=2)[CH:15]=[CH:14][CH:13]=[CH:12][CH:11]=1 |f:1.2|. Reactants: CC(C)(C)Cc1cn(C(c2ccccc2)(c2ccccc2)c2ccccc2)c(CC(O)(c2ccc(Br)cc2)C(F)(F)F)n1, O=C([O-])[O-], CN1CCCC1=O, [Cu]I, [K+], [K+], O, c1c[nH]nn1. Product: CC(C)(C)Cc1cn(C(c2ccccc2)(c2ccccc2)c2ccccc2)c(CC(O)(c2ccc(-n3nccn3)cc2)C(F)(F)F)n1. As a reaction SMILES: [Br:1][c:2]1[cH:3][cH:4][c:5]([C:8]([C:9]([F:10])([F:11])[F:12])([CH2:13][c:14]2[n:15]([C:24]([c:25]3[cH:26][cH:27][cH:28][cH:29][cH:30]3)([c:31]3[cH:32][cH:33][cH:34][cH:35][cH:36]3)[c:37]3[cH:38][cH:39][cH:40][cH:41][cH:42]3)[cH:16][c:17]([CH2:19][C:20]([CH3:21])([CH3:22])[CH3:23])[n:18]2)[OH:43])[cH:6][cH:7]1.[C:49](=[O:50])([O-:51])[O-:52].[CH3:55][N:56]1[CH2:57][CH2:58][CH2:59][C:60]1=[O:61].[Cu:63][I:64].[K+:53].[K+:54].[OH2:62].[nH:44]1[n:45][n:46][cH:47][cH:48]1>>[c:2]1(-[n:45]2[n:44][cH:48][cH:47][n:46]2)[cH:3][cH:4][c:5]([C:8]([C:9]([F:10])([F:11])[F:12])([CH2:13][c:14]2[n:15]([C:24]([c:25]3[cH:26][cH:27][cH:28][cH:29][cH:30]3)([c:31]3[cH:32][cH:33][cH:34][cH:35][cH:36]3)[c:37]3[cH:38][cH:39][cH:40][cH:41][cH:42]3)[cH:16][c:17]([CH2:19][C:20]([CH3:21])([CH3:22])[CH3:23])[n:18]2)[OH:43])[cH:6][cH:7]1. Starting materials: C(C)(C)(C)C=1N=C(SC1)C=1OC2=C(C1)C=C(C=C2)CO (4-tert-butyl-2-(5-hydroxymethylbenzofuran-2-yl)thiazole), S(=O)(Cl)Cl (thionyl chloride), C(O)([O-])=O.[Na+] (sodium hydrogen carbonate). Run in ClCCl (dichloromethane). Yields the product C(C)(C)(C)C=1N=C(SC1)C=1OC2=C(C1)C=C(C=C2)CCl (4-tert-butyl-2-(5-chloromethylbenzofuran-2-yl)thiazole). As a reaction SMILES: [C:1]([C:5]1[N:6]=[C:7]([C:10]2[O:11][C:12]3[CH:18]=[CH:17][C:16]([CH2:19]O)=[CH:15][C:13]=3[CH:14]=2)[S:8][CH:9]=1)([CH3:4])([CH3:3])[CH3:2].S(Cl)([Cl:23])=O.C(=O)([O-])O.[Na+]>ClCCl>[C:1]([C:5]1[N:6]=[C:7]([C:10]2[O:11][C:12]3[CH:18]=[CH:17][C:16]([CH2:19][Cl:23])=[CH:15][C:13]=3[CH:14]=2)[S:8][CH:9]=1)([CH3:4])([CH3:3])[CH3:2] |f:2.3|. Procedure details: A mixture of 4-tert-butyl-2-(5-hydroxymethylbenzofuran-2-yl)thiazole (2.82 g) and thionyl chloride (1.4 ml) in dichloromethane (30 ml) was stirred under reflux for 1 hour. After being cooled, the resulting mixture was adjusted to pH 7 with aqueous sodium hydrogen carbonate. The organic layer was separated, washed with brine, dried over magnesium sulfate, concentrated under reduced pressure to give crystals of 4-tert-butyl-2-(5-chloromethylbenzofuran-2-yl)thiazole (2.93 g). Starting materials: BrC1=CC(=C(C=C1)CN1N=C(C(=C(C1=O)C(=O)NCC(=O)O)O)C(C)C)F (N-{[2-[(4-bromo-2-fluorophenyl)methyl]-5-hydroxy-6-(1-methylethyl)-3-oxo-2,3-dihydro-4-pyridazinyl]carbonyl}glycine), [N+](=O)([O-])C1=CC=C(C=C1)B(O)O ((4-nitrophenyl)boronic acid), C([O-])([O-])=O.[K+].[K+] (potassium carbonate), Cl (HCl). The reagents and catalysts are C=1C=CC(=CC1)[P](C=2C=CC=CC2)(C=3C=CC=CC3)[Pd]([P](C=4C=CC=CC4)(C=5C=CC=CC5)C=6C=CC=CC6)([P](C=7C=CC=CC7)(C=8C=CC=CC8)C=9C=CC=CC9)[P](C=1C=CC=CC1)(C=1C=CC=CC1)C=1C=CC=CC1 (tetrakis(triphenylphosphine)palladium). The solvent is O (Water), O1CCOCC1 (1,4-Dioxane), O (water). The product is FC1=C(C=CC(=C1)C1=CC=NC=C1)CN1N=C(C(=C(C1=O)C(=O)NCC(=O)O)O)C(C)C (N-{[2-{[2-Fluoro-4-(4-pyridinyl)phenyl]methyl}-5-hydroxy-6-(1-methylethyl)-3-oxo-2,3-dihydro-4-pyridazinyl]carbonyl}glycine). The yield is 25.6%. Reaction SMILES: Br[C:2]1[CH:7]=[CH:6][C:5]([CH2:8][N:9]2[C:14](=[O:15])[C:13]([C:16]([NH:18][CH2:19][C:20]([OH:22])=[O:21])=[O:17])=[C:12]([OH:23])[C:11]([CH:24]([CH3:26])[CH3:25])=[N:10]2)=[C:4]([F:27])[CH:3]=1.[N+:28]([C:31]1C=[CH:35][C:34](B(O)O)=[CH:33][CH:32]=1)([O-])=O.C(=O)([O-])[O-].[K+].[K+].Cl>O.C1C=CC([P]([Pd]([P](C2C=CC=CC=2)(C2C=CC=CC=2)C2C=CC=CC=2)([P](C2C=CC=CC=2)(C2C=CC=CC=2)C2C=CC=CC=2)[P](C2C=CC=CC=2)(C2C=CC=CC=2)C2C=CC=CC=2)(C2C=CC=CC=2)C2C=CC=CC=2)=CC=1.O1CCOCC1>[F:27][C:4]1[CH:3]=[C:2]([C:33]2[CH:32]=[CH:31][N:28]=[CH:35][CH:34]=2)[CH:7]=[CH:6][C:5]=1[CH2:8][N:9]1[C:14](=[O:15])[C:13]([C:16]([NH:18][CH2:19][C:20]([OH:22])=[O:21])=[O:17])=[C:12]([OH:23])[C:11]([CH:24]([CH3:26])[CH3:25])=[N:10]1 |f:2.3.4,^1:51,53,72,91|. Reported procedure: To a 5 ml microwave tube was added N-{[2-[(4-bromo-2-fluorophenyl)methyl]-5-hydroxy-6-(1-methylethyl)-3-oxo-2,3-dihydro-4-pyridazinyl]carbonyl}glycine (example 46(b), 40 mg, 0.09 mmol), (4-nitrophenyl)boronic acid (18.1 mg, 0.11 mmol), potassium carbonate (38 mg, 0.272 mmol), tetrakis(triphenylphosphine)palladium (0) (3 mg, 2.7 μmol), 1,4-Dioxane (1.5 ml) and Water (0.500 ml). The mixture was irradiated at 100° C. for 20 minutes. The reaction mixture was diluted with water (5 ml), acidified with... Reactants: COC=1C(=NC(=NC1)C1=CC=C(C=C1)[N+](=O)[O-])N1CCOCC1 (4-[5-methoxy-2-(4-nitro-phenyl)-pyrimidin-4-yl]-morpholine). Reagents/catalysts: [Pd] (palladium on carbon). Solvent: CO (MeOH), CC(OCC)=O (EA). Yields the product COC=1C(=NC(=NC1)C1=CC=C(C=C1)N)N1CCOCC1 (4-(5-Methoxy-4-morpholin-4-yl-pyrimidin-2-yl)-phenylamine). The yield is 82.9%. Reaction SMILES: [CH3:1][O:2][C:3]1[C:4]([N:18]2[CH2:23][CH2:22][O:21][CH2:20][CH2:19]2)=[N:5][C:6]([C:9]2[CH:14]=[CH:13][C:12]([N+:15]([O-])=O)=[CH:11][CH:10]=2)=[N:7][CH:8]=1>[Pd].CO.CC(=O)OCC>[CH3:1][O:2][C:3]1[C:4]([N:18]2[CH2:23][CH2:22][O:21][CH2:20][CH2:19]2)=[N:5][C:6]([C:9]2[CH:14]=[CH:13][C:12]([NH2:15])=[CH:11][CH:10]=2)=[N:7][CH:8]=1. Procedure details: 4-[5-methoxy-2-(4-nitro-phenyl)-pyrimidin-4-yl]-morpholine (0.2 g, 1 eq) was stirred under hydrogen balloon with palladium on carbon (10 percent, 0.1 g, 0.15 eq) in a mixture of MeOH and EA (1:1, 8 mL) at room temperature overnight. The reaction mixture was then filtered through Celite, volatiles were removed in vacuo, and the residue was purified by flash chromatography to give a white solid (0.15 g, 83%). Reactants: FC1=C(C(=C(C(=C1C(=O)F)F)F)F)F (pentafluorobenzoyl fluoride), Cl (hydrochloric acid), [BH4-].[Na+] (sodium borohydride), O (water). Product: FC1=C(C(=C(C(=C1CO)F)F)F)F (pentafluorobenzyl alcohol). Run in O1CCOCC1 (dioxane), O1CCOCC1 (dioxane). RXN SMILES: [BH4-].[Na+].[F:3][C:4]1[C:9]([C:10](F)=[O:11])=[C:8]([F:13])[C:7]([F:14])=[C:6]([F:15])[C:5]=1[F:16].O.Cl>O1CCOCC1>[F:3][C:4]1[C:9]([CH2:10][OH:11])=[C:8]([F:13])[C:7]([F:14])=[C:6]([F:15])[C:5]=1[F:16] |f:0.1|. The yield is 211.1%. Procedure details: 38 g of sodium borohydride in 200 ml of dry dioxane are initially introduced into the apparatus at 20° C. and a solution of 86 g of pentafluorobenzoyl fluoride in 100 ml of dioxane is added dropwise, whilst stirring. When the addition has ended, the mixture is subsequently stirred at 20° C. for 2 hours and at 80° C. for 30 minutes and cooled and 75 ml of water are slowly added dropwise, followed by dilute hydrochloric acid until the mixture has a clearly acid reaction. After extraction with meth...